From a dataset of the Open Reaction Database (ORD), a public repository of structured organic reaction records. describe an organic reaction: reactants, conditions, products, and yield Reactants: Cl.S1C2=C(C=C1)C(CCC2)N (4,5,6,7-tetrahydrobenzo[b]-thiophen-4-amine hydrochloride), [OH-].[Na+] (sodium hydroxide), C(Cl)(Cl)Cl (chloroform), S(=O)(=O)(Cl)Cl (sulfuryl chloride). Run in O (water). Run at time 3.5 hour. Yields the product ClC1=CC2=C(S1)CCCC2N (2-chloro-4,5,6,7-tetrahydrobenzo[b]thiophen-4-amine). Reaction SMILES: Cl.[S:2]1[CH:6]=[CH:5][C:4]2[CH:7]([NH2:11])[CH2:8][CH2:9][CH2:10][C:3]1=2.C(Cl)(Cl)[Cl:13].S(Cl)(Cl)(=O)=O.[OH-].[Na+]>O>[Cl:13][C:6]1[S:2][C:3]2[CH2:10][CH2:9][CH2:8][CH:7]([NH2:11])[C:4]=2[CH:5]=1 |f:0.1,4.5|. Procedure: A sample of 11.4 grams 4,5,6,7-tetrahydrobenzo[b]-thiophen-4-amine hydrochloride is stirred in 150 ml. of chloroform at about 10° C., and 6.1 ml. of sulfuryl chloride is added dropwise. The mixture is stirred for 3.5 hours at room temperature, and then about 20 ml. of 50% sodium hydroxide solution is added gradually to dissolve the suspended solid. The mixture is then poured into water and extracted with chloroform twice. The extracts are dried, evaporated to dryness, and the residue is distille... The reactants are NC1C(SC2=C(N(C1=O)CC(=O)OC(C)(C)C)C=CC=C2)C2=CC=CC=C2 (3-amino-5-t-butoxycarbonylmethyl-2-phenyl-2,3-dihydro-1,5-benzothiazepin-4(5H)-one), O=C(C(=O)OCC)CCCCCCCC (ethyl 2-ketodecanoate). Yields the product C(C)(C)(C)OC(=O)CN1C(C(C(SC2=C1C=CC=C2)C2=CC=CC=C2)NC(CCCCCCCC)C(=O)OCC)=O (5-t-butoxycarbonylmethyl-3-(1-ethoxycarbonylnonylamino)-2-phenyl-2,3-dihydro-1,5-benzothiazepin-4(5H)-one). Yield: 78.0%. Reaction SMILES: [NH2:1][CH:2]1[C:8](=[O:9])[N:7]([CH2:10][C:11]([O:13][C:14]([CH3:17])([CH3:16])[CH3:15])=[O:12])[C:6]2[CH:18]=[CH:19][CH:20]=[CH:21][C:5]=2[S:4][CH:3]1[C:22]1[CH:27]=[CH:26][CH:25]=[CH:24][CH:23]=1.O=[C:29]([CH2:35][CH2:36][CH2:37][CH2:38][CH2:39][CH2:40][CH2:41][CH3:42])[C:30]([O:32][CH2:33][CH3:34])=[O:31]>>[C:14]([O:13][C:11]([CH2:10][N:7]1[C:6]2[CH:18]=[CH:19][CH:20]=[CH:21][C:5]=2[S:4][CH:3]([C:22]2[CH:23]=[CH:24][CH:25]=[CH:26][CH:27]=2)[CH:2]([NH:1][CH:29]([C:30]([O:32][CH2:33][CH3:34])=[O:31])[CH2:35][CH2:36][CH2:37][CH2:38][CH2:39][CH2:40][CH2:41][CH3:42])[C:8]1=[O:9])=[O:12])([CH3:17])([CH3:16])[CH3:15]. Procedure details: 1.1 g of the compound obtained in Example 20 was reacted with 3.0 g of ethyl 2-ketodecanoate in the same manner as described in Example 21. The reaction product was fractionated and purified by silica gel column chromatography using a 9:1 mixture of benzene and ethyl acetate as the eluent. Thus, there was obtained 1.3 g of the desired compound in the form of an oily material.